From a dataset of the Open Reaction Database (ORD), a public repository of structured organic reaction records. describe an organic reaction: reactants, conditions, products, and yield Starting materials: CC(C)N1CCN(c2ccc(N)cc2)CC1, CC(C)O, CCS(=O)(=O)c1ncc(C(=O)c2ccccc2OC)c(N)n1. The product is COc1ccccc1C(=O)c1cnc(Nc2ccc(N3CCN(C(C)C)CC3)cc2)nc1N. Reaction SMILES: [CH:23]([CH3:24])([CH3:25])[N:26]1[CH2:27][CH2:28][N:29]([c:32]2[cH:33][cH:34][c:35]([NH2:38])[cH:36][cH:37]2)[CH2:30][CH2:31]1.[CH:39]([OH:40])([CH3:41])[CH3:42].[NH2:1][c:2]1[n:3][c:4]([S:18]([CH2:19][CH3:20])(=[O:21])=[O:22])[n:5][cH:6][c:7]1[C:8](=[O:9])[c:10]1[c:11]([O:16][CH3:17])[cH:12][cH:13][cH:14][cH:15]1>>[NH2:1][c:2]1[n:3][c:4]([NH:38][c:35]2[cH:34][cH:33][c:32]([N:29]3[CH2:28][CH2:27][N:26]([CH:23]([CH3:24])[CH3:25])[CH2:31][CH2:30]3)[cH:37][cH:36]2)[n:5][cH:6][c:7]1[C:8](=[O:9])[c:10]1[c:11]([O:16][CH3:17])[cH:12][cH:13][cH:14][cH:15]1. Starting materials: COC1=C(C2=CC=CC=C2C=C1)C1C(=C(NC(=C1C(=O)OCC)C)C)C(=O)OCC (diethyl 1,4-dihydro-4-(2-methoxy-1-naphthalenyl)-2,6-dimethyl-3,5-pyridinedicarboxylate), C(=O)([O-])[O-].[K+].[K+] (K2CO3), C(C)O (ethanol), B(Br)(Br)Br (BBr3). Solvent: ClCCCl (1,2-dichloroethane). Run at temperature 25 celsius, time 20 hour. Yields the product CC=1NC2(OC3=C(C(C1C(=O)OCC)C2C(=O)OCC)C2=CC=CC=C2C=C3)C (Diethyl 4,5-dihydro-3,5-dimethyl-1,5-methano-1H-naphth(1,2-G)(1,3)oxazocine-2,13-dicarboxylate). As a reaction SMILES: C[O:2][C:3]1[CH:12]=[CH:11][C:10]2[C:5](=[CH:6][CH:7]=[CH:8][CH:9]=2)[C:4]=1[CH:13]1[C:18]([C:19]([O:21][CH2:22][CH3:23])=[O:20])=[C:17]([CH3:24])[NH:16][C:15]([CH3:25])=[C:14]1[C:26]([O:28][CH2:29][CH3:30])=[O:27].B(Br)(Br)Br.C([O-])([O-])=O.[K+].[K+].C(O)C>ClCCCl>[CH3:24][C:17]1[NH:16][C:15]2([CH3:25])[CH:14]([C:26]([O:28][CH2:29][CH3:30])=[O:27])[CH:13]([C:18]=1[C:19]([O:21][CH2:22][CH3:23])=[O:20])[C:4]1[C:5]3[C:10]([CH:11]=[CH:12][C:3]=1[O:2]2)=[CH:9][CH:8]=[CH:7][CH:6]=3 |f:2.3.4|. Procedure details: A solution of 2.25 g (5.5 mm) of diethyl 1,4-dihydro-4-(2-methoxy-1-naphthalenyl)-2,6-dimethyl-3,5-pyridinedicarboxylate 20 in 12.0 mL of dry 1,2-dichloroethane was stirred under Ar at 25° C. and treated with 2.40 g (7.68 mm) of BBr3.CH3SCH3 complex. After stirring at 25° C. for 20 hours, 10.0 g of anhydrous powdered K2CO3 and 100 mL of absolute ethanol were added. Stirring was continued for 60 hours at 25°. The reaction was quenched with saturated aqueous NH4Cl and extracted with 500 ml of CH2C... Reactants: O=C1CCC(=O)N1Br, Clc1ccccc1, CCOC(=O)c1cn(-c2ncccc2F)nc1C. Product: CCOC(=O)c1cn(-c2ncccc2F)nc1CBr. Reaction SMILES: [Br:19][N:20]1[C:21](=[O:22])[CH2:23][CH2:24][C:25]1=[O:26].[Cl:27][c:28]1[cH:29][cH:30][cH:31][cH:32][cH:33]1.[F:1][c:2]1[c:3](-[n:8]2[n:9][c:10]([CH3:18])[c:11]([C:13](=[O:14])[O:15][CH2:16][CH3:17])[cH:12]2)[n:4][cH:5][cH:6][cH:7]1>>[F:1][c:2]1[c:3](-[n:8]2[n:9][c:10]([CH2:18][Br:19])[c:11]([C:13](=[O:14])[O:15][CH2:16][CH3:17])[cH:12]2)[n:4][cH:5][cH:6][cH:7]1. The reactants are ClCCCl, CC#N, NCc1cc(Cl)ccc1-n1cnnn1, ClCCl, Cl, [Li+], CCOC(=O)C1CCON1C(=O)OC(C)(C)C, [OH-], O, Oc1cccc2[nH]nnc12. RXN SMILES: [CH2:45]([Cl:46])[CH2:47][Cl:48].[CH3:49][C:50]#[N:51].[Cl:21][c:22]1[cH:23][cH:24][c:25](-[n:30]2[n:31][n:32][n:33][cH:34]2)[c:26]([CH2:27][NH2:28])[cH:29]1.[Cl:53][CH2:54][Cl:55].[ClH:20].[Li+:18].[O:1]1[N:2]([C:11](=[O:12])[O:13][C:14]([CH3:15])([CH3:16])[CH3:17])[CH:3]([C:6]([O:8][CH2:7][CH3:9])=[O:10])[CH2:4][CH2:5]1.[OH-:19].[OH2:52].[OH:35][c:36]1[c:37]2[n:38][n:39][nH:40][c:41]2[cH:42][cH:43][cH:44]1>>[O:1]1[N:2]([C:11](=[O:12])[O:13][C:14]([CH3:15])([CH3:16])[CH3:17])[CH:3]([C:6](=[O:8])[NH:28][CH2:27][c:26]2[c:25](-[n:30]3[n:31][n:32][n:33][cH:34]3)[cH:24][cH:23][c:22]([Cl:21])[cH:29]2)[CH2:4][CH2:5]1. The product is CC(C)(C)OC(=O)N1OCCC1C(=O)NCc1cc(Cl)ccc1-n1cnnn1. Starting materials: O=C([O-])[O-], CCCCOC(=O)COC(C)(C)C, CO, [K+], [K+], O. The product is CC(C)(C)OCC(=O)O. RXN SMILES: [C:1](=[O:2])([O-:3])[O-:4].[C:7]([CH3:8])([CH3:9])([CH3:10])[O:11][CH2:12][C:13](=[O:14])[O:15][CH2:16][CH2:17][CH2:18][CH3:19].[CH3:21][OH:22].[K+:5].[K+:6].[OH2:20]>>[C:7]([CH3:8])([CH3:9])([CH3:10])[O:11][CH2:12][C:13](=[O:14])[OH:15]. The reactants are C([O-])([O-])=O.[K+].[K+] (Potassium carbonate), C1CC=C2C3=C1C=1N(C4=C(N3C=C2)CC(C=C4)=O)C=NN1 (1,2-dihydrobenzo[b]pyrrolo[3,2,1-jk][1,2,4]triazolo[4,3-d][1,4]benzodiazepin-8(7H)-one), C(C=C)Br (allyl bromide). The solvent is CN(C=O)C (dimethylformamide). Reaction conditions: temperature 95 celsius, time 8 hour. Yields the product C(C=C)C1C(C=CC2=C1N1C3=C(C=4N2C=NN4)CCC=C3C=C1)=O (1,2-Dihydro-7-(2-propenyl)benzo[b]pyrrolo[3,2,1-jk][1,2,4]triazolo[4,3-d][1,4]benzodiazepin-8(7H)-one). Yield: 66.4%. As a reaction SMILES: [CH2:1]1[C:6]2[C:7]3[N:8]([CH:19]=[N:20][N:21]=3)[C:9]3[CH:17]=[CH:16][C:15](=[O:18])[CH2:14][C:10]=3[N:11]3[CH:12]=[CH:13][C:4]([C:5]=23)=[CH:3][CH2:2]1.C(=O)([O-])[O-].[K+].[K+].[CH2:28](Br)[CH:29]=[CH2:30]>CN(C)C=O>[CH2:30]([CH:14]1[C:10]2[N:11]3[CH:12]=[CH:13][C:4]4[C:5]3=[C:6]([CH2:1][CH2:2][CH:3]=4)[C:7]3[N:8]([CH:19]=[N:20][N:21]=3)[C:9]=2[CH:17]=[CH:16][C:15]1=[O:18])[CH:29]=[CH2:28] |f:1.2.3|. Procedure details: 1,2-dihydrobenzo[b]pyrrolo[3,2,1-jk][1,2,4]triazolo[4,3-d][1,4]benzodiazepin-8(7H)-one (2.5 g) was dissolved in dimethylformamide (50 ml). Potassium carbonate (0.5 g) was added followed by allyl bromide (2.2 g). The reaction mixture was stirred at 95° C. overnight, filtered, and the filtrate was concentrated under reduced pressure. The residue was purified by high performance liquid chromatography (2% methanol/dichloromethane) to yield 1.9 g (65.9%) of product. Recrystallization from methanol ga... The reactants are CCc1nc(Br)c[nH]1, CCO, [Na+], [OH-]. Yields the product CCc1nc(Br)c(CO)[nH]1. As a reaction SMILES: [Br:1][c:2]1[n:3][c:4]([CH2:7][CH3:8])[nH:5][cH:6]1.[CH3:11][CH2:12][OH:13].[Na+:10].[OH-:9]>>[Br:1][c:2]1[n:3][c:4]([CH2:7][CH3:8])[nH:5][c:6]1[CH2:12][OH:13]. Starting materials: C(C1=CC=CC=C1)O[C@@H]1[C@H](O[C@H]([C@@H]([C@H]1OCC1=CC=CC=C1)OCC1=CC=CC=C1)C1=CC(=C(C=C1)Cl)CC=1SC(=CN1)C=1OC=CC1)C=O ((2S,3S,4R,5S,6S)-3,4,5-Tris(benzyloxy)-6-(4-chloro-3-((5-(furan-2-yl)thiazol-2-yl)methyl)phenyl)-tetrahydro-2H-pyran-2-carbaldehyde), CC(C)=CC (2-methyl-2-butene), OP(=O)(O)[O-].[K+] (KH2PO4), [O-]Cl=O.[Na+] (NaClO2). Run in CC(=O)O (AcOH), CC(C)(C)O (t-BuOH). Run at time 15 hour. The product is C(C1=CC=CC=C1)O[C@@H]1[C@H](O[C@H]([C@@H]([C@H]1OCC1=CC=CC=C1)OCC1=CC=CC=C1)C1=CC(=C(C=C1)Cl)CC=1SC(=CN1)C=1OC=CC1)C(=O)O ((2S,3S,4R,5S,6S)-3,4,5-Tris(benzyloxy)-6-(4-chloro-3-((5-(furan-2-yl)thiazol-2-yl)methyl)phenyl)-tetrahydro-2H-pyran-2-carboxylic acid). The yield is 96.4%. Reaction SMILES: [CH2:1]([O:8][C@H:9]1[C@H:14]([O:15][CH2:16][C:17]2[CH:22]=[CH:21][CH:20]=[CH:19][CH:18]=2)[C@@H:13]([O:23][CH2:24][C:25]2[CH:30]=[CH:29][CH:28]=[CH:27][CH:26]=2)[C@H:12]([C:31]2[CH:36]=[CH:35][C:34]([Cl:37])=[C:33]([CH2:38][C:39]3[S:40][C:41]([C:44]4[O:45][CH:46]=[CH:47][CH:48]=4)=[CH:42][N:43]=3)[CH:32]=2)[O:11][C@@H:10]1[CH:49]=[O:50])[C:2]1[CH:7]=[CH:6][CH:5]=[CH:4][CH:3]=1.CC(=CC)C.[OH:56]P([O-])(O)=O.[K+].[O-]Cl=O.[Na+]>CC(O)(C)C.CC(O)=O>[CH2:1]([O:8][C@H:9]1[C@H:14]([O:15][CH2:16][C:17]2[CH:18]=[CH:19][CH:20]=[CH:21][CH:22]=2)[C@@H:13]([O:23][CH2:24][C:25]2[CH:30]=[CH:29][CH:28]=[CH:27][CH:26]=2)[C@H:12]([C:31]2[CH:36]=[CH:35][C:34]([Cl:37])=[C:33]([CH2:38][C:39]3[S:40][C:41]([C:44]4[O:45][CH:46]=[CH:47][CH:48]=4)=[CH:42][N:43]=3)[CH:32]=2)[O:11][C@@H:10]1[C:49]([OH:56])=[O:50])[C:2]1[CH:3]=[CH:4][CH:5]=[CH:6][CH:7]=1 |f:2.3,4.5|. Reported procedure: To the solution of aldehyde 101 (830 mg, 1.17 mmol) in t-BuOH (34 mL) was added 2-methyl-2-butene (5.9 mL, 55.2 mmol), KH2PO4 (1.1 g, 8.3 mmol) and NaClO2 (960 mg, 10.6 mmol in H2O (20 mL)). The reaction mixture was stirred for 15 h at room temperature. The reaction mixture was acidified with AcOH and extracted with EtOAc. The organic layer was dried over anhydrous MgSO4, filtered and concentrated in vacuo to provide the desired acid 104 (815 mg, 96%) as a solid. The obtained acid was used witho... Starting materials: [H-].[Al+3].[Li+].[H-].[H-].[H-] (lithium aluminum hydride), C1OC2=C(C=CC=C2O1)C(C(=O)O)CCCCC (2-(2, 3-methylenedioxyphenyl)heptanoic acid), O (water), [OH-].[Na+] (sodium hydroxide), O (water). The solvent is O1CCCC1 (tetrahydrofuran), C(C)OCC (ethyl ether). Reaction conditions: time 3 hour. Yields the product C1OC2=C(C=CC=C2O1)C(CO)CCCCC (2-(2, 3-methylenedioxyphenyl)heptanol). Isolated yield 98.4%. Reaction SMILES: [H-].[Al+3].[Li+].[H-].[H-].[H-].[CH2:7]1[O:15][C:14]2[C:9](=[C:10]([CH:16]([CH2:20][CH2:21][CH2:22][CH2:23][CH3:24])[C:17](O)=[O:18])[CH:11]=[CH:12][CH:13]=2)[O:8]1.O.[OH-].[Na+]>O1CCCC1.C(OCC)C>[CH2:7]1[O:15][C:14]2[C:9](=[C:10]([CH:16]([CH2:20][CH2:21][CH2:22][CH2:23][CH3:24])[CH2:17][OH:18])[CH:11]=[CH:12][CH:13]=2)[O:8]1 |f:0.1.2.3.4.5,8.9|. Procedure: To a suspension of 1.26 g (33 mmol) of lithium aluminum hydride (LiAlH4) in 50 ml of tetrahydrofuran (THF) was dropwise added 5.01 g (20 mmol) of 2-(2, 3-methylenedioxyphenyl)heptanoic acid under water cooling. The reaction mixture was stirred at room temperature for 3 hours, and 1.26 ml of water, 1.26 ml of 15% aqueous sodium hydroxide and 3.78 ml of water were added in this order. After 50 ml of ethyl ether was added, the mixture was stirred, and precipitated white solid was filtered off. The ... Reactants: [H-].[Na+] (sodium hydride), N1N=CC=C1 (pyrazole), S(=O)(=O)(OC[C@H]1CN([C@@H]2CC3=CNC4=CC=CC([C@H]2C1)=C34)C)C3=CC=C(C)C=C3 (6-methylergolin-8β-ylmethyl tosylate). The solvent is CN(C=O)C (dimethylformamide). Run at time 30 minute. The product is CN1C[C@@H](C[C@@H]2C=3C=CC=C4NC=C(C[C@@H]12)C34)CN3N=CC=C3 (1-(6-Methylergolin-8β-ylmethyl)pyrazole). Yield: 91.1%. RXN SMILES: [H-].[Na+].[NH:3]1[CH:7]=[CH:6][CH:5]=[N:4]1.S(C1C=CC(C)=CC=1)(O[CH2:12][C@@H:13]1[CH2:27][C@H:26]2[C@@H:16]([CH2:17][C:18]3[C:28]4[C:21](=[CH:22][CH:23]=[CH:24][C:25]2=4)[NH:20][CH:19]=3)[N:15]([CH3:29])[CH2:14]1)(=O)=O>CN(C)C=O>[CH3:29][N:15]1[C@H:16]2[C@@H:26]([C:25]3[CH:24]=[CH:23][CH:22]=[C:21]4[C:28]=3[C:18]([CH2:17]2)=[CH:19][NH:20]4)[CH2:27][C@@H:13]([CH2:12][N:3]2[CH:7]=[CH:6][CH:5]=[N:4]2)[CH2:14]1 |f:0.1|. Procedure: 0.7 g of 50% sodium hydride in an oil was added in small portions to a mixture of 2.5 g of pyrazole and 20 ml of dimethylformamide, and the resulting mixture was stirred for 30 minutes. 2.5 g of 6-methylergolin-8β-ylmethyl tosylate was added to the mixture which was then heated on a water bath for 1 hour. The solvent was distilled off under reduced pressure, and water was added to the residue. The precipitated crystals were separated by filtration, washed with water and recrystallized from dichl...